From a dataset of the Open Reaction Database (ORD), a public repository of structured organic reaction records. describe an organic reaction: reactants, conditions, products, and yield As a reaction SMILES: [CH3:34][OH:35].[CH:1]([CH3:2])([CH3:3])[n:4]1[n:5][cH:6][c:7]2[c:8]1-[c:9]1[cH:10][cH:11][cH:12][cH:13][c:14]1[O:15][C:16]21[CH2:17][CH2:18][N:19]([C:22]([O:23][CH2:24][c:25]2[cH:26][cH:27][cH:28][cH:29][cH:30]2)=[O:31])[CH2:20][CH2:21]1.[H:32][H:33]>>[CH:1]([CH3:2])([CH3:3])[n:4]1[n:5][cH:6][c:7]2[c:8]1-[c:9]1[cH:10][cH:11][cH:12][cH:13][c:14]1[O:15][C:16]21[CH2:17][CH2:18][NH:19][CH2:20][CH2:21]1. The reactants are CO, CC(C)n1ncc2c1-c1ccccc1OC21CCN(C(=O)OCc2ccccc2)CC1, [H][H]. The product is CC(C)n1ncc2c1-c1ccccc1OC21CCNCC1. The solvent is C1(=CC=CC=C1)C (toluene). Reported procedure: To a 500 mL RBF containing 5-bromopyridin-3-amine (60.0 g, 347 mmol) was added diethyl 2-(ethoxymethylene)malonate (71.0 mL, 354 mmol) and 121 mL of toluene. The reaction mixture was heated to reflux for 3 h. The reaction mixture was allowed to cool RT overnight, and the resulting precipitate was collected by filtration and dried to give the desired product as a white crystalline solid. Product: BrC=1C=C(C=NC1)NC=C(C(=O)OCC)C(=O)OCC (Diethyl 2-((5-bromopyridin-3-ylamino)methylene)malonate). The reactants are BrC=1C=C(C=NC1)N (5-bromopyridin-3-amine), C(C)OC=C(C(=O)OCC)C(=O)OCC (diethyl 2-(ethoxymethylene)malonate). RXN SMILES: [Br:1][C:2]1[CH:3]=[C:4]([NH2:8])[CH:5]=[N:6][CH:7]=1.C(O[CH:12]=[C:13]([C:19]([O:21][CH2:22][CH3:23])=[O:20])[C:14]([O:16][CH2:17][CH3:18])=[O:15])C>C1(C)C=CC=CC=1>[Br:1][C:2]1[CH:3]=[C:4]([NH:8][CH:12]=[C:13]([C:14]([O:16][CH2:17][CH3:18])=[O:15])[C:19]([O:21][CH2:22][CH3:23])=[O:20])[CH:5]=[N:6][CH:7]=1. RXN SMILES: [C:30](=[O:31])([O-:32])[OH:33].[CH3:1][O:2][c:3]1[cH:4][c:5]2[c:6]([O:23][c:24]3[cH:25][cH:26][cH:27][cH:28][cH:29]3)[n:7][cH:8][n:9][c:10]2[cH:11][c:12]1[O:13][CH2:14][CH2:15][N:16]1[CH2:17][CH2:18][N:19]([CH3:22])[CH2:20][CH2:21]1.[ClH:35].[Na+:34]>>[CH3:1][O:2][c:3]1[cH:4][c:5]2[c:6](=[O:23])[nH:7][cH:8][n:9][c:10]2[cH:11][c:12]1[O:13][CH2:14][CH2:15][N:16]1[CH2:17][CH2:18][N:19]([CH3:22])[CH2:20][CH2:21]1. The product is COc1cc2c(=O)[nH]cnc2cc1OCCN1CCN(C)CC1. Reactants: O=C([O-])O, COc1cc2c(Oc3ccccc3)ncnc2cc1OCCN1CCN(C)CC1, Cl, [Na+].